The task is: describe an organic reaction: reactants, conditions, products, and yield. This data is from the Open Reaction Database (ORD), a public repository of structured organic reaction records. Reactants: C1CCN2C1CC=1NC3=NC=CC=C3C1C2 (2,3,4,9,10,10a-hexahydro-1H-3a,8,9-triaza-cyclopenta[b]fluorene), [H-].[Na+] (NaH), O1C(C1)C1=CC=NC=C1 (4-(oxiran-2-yl)pyridine). Solvent: CN(C)C=O (DMF). Run at time 8 hour. The product is N1=CC=C(C=C1)C(CN1C2=C(C=3CN4CCCC4CC31)C=CC=N2)O (11-(2-(pyridin-4-yl)-2-(hydroxy)ethyl)-7,8,9,9a,10,11-hexahydro-5H-pyrido[3′,2′:4,5]pyrrolo[3,2-f]indolizine). RXN SMILES: [CH2:1]1[CH:5]2[CH2:6][C:7]3[NH:8][C:9]4[C:14]([C:15]=3[CH2:16][N:4]2[CH2:3][CH2:2]1)=[CH:13][CH:12]=[CH:11][N:10]=4.[H-].[Na+].[O:19]1[CH2:21][CH:20]1[C:22]1[CH:27]=[CH:26][N:25]=[CH:24][CH:23]=1>CN(C=O)C>[N:25]1[CH:26]=[CH:27][C:22]([CH:20]([OH:19])[CH2:21][N:8]2[C:7]3[CH2:6][CH:5]4[N:4]([CH2:3][CH2:2][CH2:1]4)[CH2:16][C:15]=3[C:14]3[CH:13]=[CH:12][CH:11]=[N:10][C:9]2=3)=[CH:23][CH:24]=1 |f:1.2|. Reported procedure: To a stirred solution of 2,3,4,9,10,10a-hexahydro-1H-3a,8,9-triaza-cyclopenta[b]fluorene (1 g, 4.6 mmol) in DMF (20 mL) were portion wise added NaH (60%, 0.552 g, 13.8 mmol) and 4-(oxiran-2-yl)pyridine (0.709 g, 5.6 mmol). The reaction mixture was stirred at RT overnight. The progress of reaction mass was monitored by LCMS. The reaction mixture was quenched with ice cold water (300 mL) and extracted with ethyl acetate (3×100 mL). The combined organic layer was washed with water (10×100 mL) follo... Reactants: C(C)(C)C=1C=CC(=NC1)S(=O)(=O)NC1=NC(=NC(=C1OC1=C(C=CC=C1)OC)Cl)C1=CC=NC=C1 (5-isopropyl-N-[6-chloro-5-(o-methoxyphenoxy)-2-(4-pyridyl)-4-pyrimidinyl]-2-pyridine sulfonamide), OCCCNS(=O)(=O)C1=CC=C(C=C1)C (N-(3-hydroxy-propyl)-4-methylbenzenesulfonamide), potassium tert.-butylate. Run in C1CCOC1 (THF). The product is C(C)(C)C=1C=CC(=NC1)S(=O)(=O)NC1=NC(=NC(=C1OC1=C(C=CC=C1)OC)OCCCNS(=O)(=O)C1=CC=C(C=C1)C)C (5-isopropyl-N-[6-(3-(4-methylbenzenesulfonylamino)-propoxy)-5-(o-methoxyphenoxy)-2-methyl-4-pyrimidinyl]-2-pyridine sulfonamide). RXN SMILES: [CH:1]([C:4]1[CH:5]=[CH:6][C:7]([S:10]([NH:13][C:14]2[C:19]([O:20][C:21]3[CH:26]=[CH:25][CH:24]=[CH:23][C:22]=3[O:27][CH3:28])=[C:18](Cl)[N:17]=[C:16]([C:30]3C=CN=CC=3)[N:15]=2)(=[O:12])=[O:11])=[N:8][CH:9]=1)([CH3:3])[CH3:2].[OH:36][CH2:37][CH2:38][CH2:39][NH:40][S:41]([C:44]1[CH:49]=[CH:48][C:47]([CH3:50])=[CH:46][CH:45]=1)(=[O:43])=[O:42]>C1COCC1>[CH:1]([C:4]1[CH:5]=[CH:6][C:7]([S:10]([NH:13][C:14]2[C:19]([O:20][C:21]3[CH:26]=[CH:25][CH:24]=[CH:23][C:22]=3[O:27][CH3:28])=[C:18]([O:36][CH2:37][CH2:38][CH2:39][NH:40][S:41]([C:44]3[CH:45]=[CH:46][C:47]([CH3:50])=[CH:48][CH:49]=3)(=[O:43])=[O:42])[N:17]=[C:16]([CH3:30])[N:15]=2)(=[O:11])=[O:12])=[N:8][CH:9]=1)([CH3:3])[CH3:2]. Reported procedure: According to the procedure described in Example 1a) 256 mg 5-isopropyl-N-[6-chloro-5-(o-methoxyphenoxy)-2-(4-pyridyl)-4-pyrimidinyl]-2-pyridine sulfonamide was reacted with N-(3-hydroxy-propyl)-4-methylbenzenesulfonamide in THF in the presence of potassium tert.-butylate to give 280 mg 5-isopropyl-N-[6-(3-(4-methylbenzenesulfonylamino)-propoxy)-5-(o-methoxyphenoxy)-2-methyl-4-pyrimidinyl]-2-pyridine sulfonamide. LC-MS: tR=4.83 min, [M+1]+=705.70, [M−1]−=703.79. Reactants: BrC1=CC=C(C=C1)NC1=CC=C(C=C1)OC1=CC=NC2=CC(=C(C=C12)OC)OC ((4-Bromophenyl)-[4-(6,7-dimethoxy-4-quinolyloxy)phenyl]amine), N1CCOCC1 (morpholine), C([O-])([O-])=O.[Cs+].[Cs+] (cesium carbonate), C1=CC=C(C=C1)P(C2=CC=CC=C2)C3=C(C4=CC=CC=C4C=C3)C5=C(C=CC6=CC=CC=C65)P(C7=CC=CC=C7)C8=CC=CC=C8 ((+)-BINAP). Reagents/catalysts: C(C)(=O)[O-].[Pd+2].C(C)(=O)[O-] (Palladium acetate). Run in C1(=CC=CC=C1)C (toluene). Reaction conditions: temperature 80 celsius, time 8 hour. Yields the product COC=1C=C2C(=CC=NC2=CC1OC)OC1=CC=C(C=C1)NC1=CC=C(C=C1)N1CCOCC1 ([4-(6,7-Dimethoxyquinolin-4-yloxy)phenyl]-(4-morpholin-4-ylphenyl)amine). Isolated yield 9.0%. As a reaction SMILES: C1C=CC(P(C2C=CC3C(=CC=CC=3)C=2C2C3C(=CC=CC=3)C=CC=2P(C2C=CC=CC=2)C2C=CC=CC=2)C2C=CC=CC=2)=CC=1.Br[C:48]1[CH:53]=[CH:52][C:51]([NH:54][C:55]2[CH:60]=[CH:59][C:58]([O:61][C:62]3[C:71]4[C:66](=[CH:67][C:68]([O:74][CH3:75])=[C:69]([O:72][CH3:73])[CH:70]=4)[N:65]=[CH:64][CH:63]=3)=[CH:57][CH:56]=2)=[CH:50][CH:49]=1.[NH:76]1[CH2:81][CH2:80][O:79][CH2:78][CH2:77]1.C(=O)([O-])[O-].[Cs+].[Cs+]>C1(C)C=CC=CC=1.C([O-])(=O)C.[Pd+2].C([O-])(=O)C>[CH3:73][O:72][C:69]1[CH:70]=[C:71]2[C:66](=[CH:67][C:68]=1[O:74][CH3:75])[N:65]=[CH:64][CH:63]=[C:62]2[O:61][C:58]1[CH:59]=[CH:60][C:55]([NH:54][C:51]2[CH:52]=[CH:53][C:48]([N:76]3[CH2:81][CH2:80][O:79][CH2:78][CH2:77]3)=[CH:49][CH:50]=2)=[CH:56][CH:57]=1 |f:3.4.5,7.8.9|. Reported procedure: Palladium acetate (18 mg) and (+)-BINAP (70 mg) were dissolved in toluene (1.5 ml), and the solution was stirred at room temperature for 5 min. (4-Bromophenyl)-[4-(6,7-dimethoxy-4-quinolyloxy)phenyl]amine (100 mg), morpholine (0.15 ml), and cesium carbonate (200 mg) were added in that order to the reaction solution, and the mixture was stirred at 80° C. overnight. The insolubles were removed by filtration, and the solvent was then removed by evaporation under the reduced pressure. The residue wa...